Dataset: the Open Reaction Database (ORD), a public repository of structured organic reaction records. Task: describe an organic reaction: reactants, conditions, products, and yield The reactants are O1CCCC1 (tetrahydrofuran), CC(CC(CC1=CC=C(C=C1)N1N=CC(=C1)C(F)(F)F)C1=CC=C(C(=O)NCCC(=O)OC)C=C1)C (Methyl 3-(4-(4-methyl-1-(4-(4-(trifluoromethyl)-1H-pyrazol-yl)phenyl)pentan-2-yl)benzamido)propanoate), [OH-].[Na+] (NaOH). Solvent: CO (methanol). Conditions: time 18 hour. Yields the product CC(CC(CC1=CC=C(C=C1)N1N=CC(=C1)C(F)(F)F)C1=CC=C(C(=O)NCCC(=O)O)C=C1)C ((+/−)-3-(4-(4-methyl-1-(4-(4-(trifluoromethyl)-1H-pyrazol-1-yl)phenyl)pentan-2-yl)benzamido)propanoic acid). Yield: 102.6%. RXN SMILES: [CH3:1][CH:2]([CH3:36])[CH2:3][CH:4]([C:21]1[CH:35]=[CH:34][C:24]([C:25]([NH:27][CH2:28][CH2:29][C:30]([O:32]C)=[O:31])=[O:26])=[CH:23][CH:22]=1)[CH2:5][C:6]1[CH:11]=[CH:10][C:9]([N:12]2[CH:16]=[C:15]([C:17]([F:20])([F:19])[F:18])[CH:14]=[N:13]2)=[CH:8][CH:7]=1.O1CCCC1.[OH-].[Na+]>CO>[CH3:1][CH:2]([CH3:36])[CH2:3][CH:4]([C:21]1[CH:35]=[CH:34][C:24]([C:25]([NH:27][CH2:28][CH2:29][C:30]([OH:32])=[O:31])=[O:26])=[CH:23][CH:22]=1)[CH2:5][C:6]1[CH:7]=[CH:8][C:9]([N:12]2[CH:16]=[C:15]([C:17]([F:20])([F:19])[F:18])[CH:14]=[N:13]2)=[CH:10][CH:11]=1 |f:2.3|. Procedure details: Methyl 3-(4-(4-methyl-1-(4-(4-(trifluoromethyl)-1H-pyrazol-yl)phenyl)pentan-2-yl)benzamido)propanoate (4.2 mg, 0.0080 mmol) was dissolved in 1:1 methanol:tetrahydrofuran (0.50 mL). 1N NaOH (0.024 mL) was added and the reaction was stirred at room temperature for 18 hours. The reaction was concentrated to dryness. The crude residue was taken up in water and acidified to pH=2 with 1N HCl. This solution was extracted three times with ethyl acetate. The combined organics were dried over magnesium su... Reactants: C[Si](OC(=C)C=1OC=CC1)(C)C (1-Trimethylsilyloxy-1-(furan-2-yl)ethylene), [F-].[Cs+] (CsF), FC=1C=C(C=CC1F)C=CC(=O)C1=C(C=CC=C1)O (3-(3,4-difluorophenyl)-1(2-hydroxyphenyl)-2-propen-1-one), resin. The solvent is CS(=O)C (dimethyl sulfoxide). Run at temperature 70 celsius. Yields the product FC=1C=C(C=CC1F)C(CC(=O)C1=C(C=CC=C1)O)CC(=O)C=1OC=CC1 (3-(3,4-difluorophenyl)-5-(furan-2-yl)-1-(2-hydroxyphenyl)-1,5-pentanedione). As a reaction SMILES: C[Si](C)(C)[O:3][C:4]([C:6]1[O:7][CH:8]=[CH:9][CH:10]=1)=[CH2:5].[F-].[Cs+].[F:15][C:16]1[CH:17]=[C:18]([CH:23]=[CH:24][C:25]([C:27]2[CH:32]=[CH:31][CH:30]=[CH:29][C:28]=2[OH:33])=[O:26])[CH:19]=[CH:20][C:21]=1[F:22]>CS(C)=O>[F:15][C:16]1[CH:17]=[C:18]([CH:23]([CH2:3][C:4]([C:6]2[O:7][CH:8]=[CH:9][CH:10]=2)=[O:5])[CH2:24][C:25]([C:27]2[CH:32]=[CH:31][CH:30]=[CH:29][C:28]=2[OH:33])=[O:26])[CH:19]=[CH:20][C:21]=1[F:22] |f:1.2|. Reported procedure: 1-Trimethylsilyloxy-1-(furan-2-yl)ethylene (7.0 mmol; prepared according to J. Chem. Soc.,Perkin Trans. I 1989, 1585) and CsF (0.27 g, 1.76 mmol) were added to a suspension of 3-(3,4-difluorophenyl)-1(2-hydroxyphenyl)-2-propen-1-one on Wang resin (2.0 g, 1.76 mmol) in dimethyl sulfoxide (30 mL). The reaction mixture was heated to 70° C. for 3 h and the reaction was quenched with 10% AcOH/CH2Cl2. The resin was filtered, washed with DMF (×2) and alternating MeOH and CH2Cl2 (×5), and dried under hi... Reactants: NC1=CC=C(C2=CC=CC=C12)OC1=CC=NC=2NC(C(=NC21)C)=O (8-(4-aminonaphthalen-1-yloxy)-2-methylpyrido[2,3-b]pyrazin-3(4H)-one), C(C)(C)(C)C1=NN(C(=C1)N=C=O)C1=CC=CC=C1 (3-tert-butyl-5-isocyanato-1-phenyl-1H-pyrazole). The product is C(C)(C)(C)C1=NN(C(=C1)NC(=O)NC1=CC=C(C2=CC=CC=C12)OC1=CC=NC=2NC(C(=NC21)C)=O)C2=CC=CC=C2 (1-(3-tert-butyl-1-phenyl-1H-pyrazol-5-yl)-3-(4-(2-methyl-3-oxo-3,4-dihydropyrido[2,3-b]pyrazin-8-yloxy)naphthalen-1-yl)urea), solid. The yield is 71.0%. As a reaction SMILES: [NH2:1][C:2]1[C:11]2[C:6](=[CH:7][CH:8]=[CH:9][CH:10]=2)[C:5]([O:12][C:13]2[C:22]3[N:21]=[C:20]([CH3:23])[C:19](=[O:24])[NH:18][C:17]=3[N:16]=[CH:15][CH:14]=2)=[CH:4][CH:3]=1.[C:25]([C:29]1[CH:33]=[C:32]([N:34]=[C:35]=[O:36])[N:31]([C:37]2[CH:42]=[CH:41][CH:40]=[CH:39][CH:38]=2)[N:30]=1)([CH3:28])([CH3:27])[CH3:26]>>[C:25]([C:29]1[CH:33]=[C:32]([NH:34][C:35]([NH:1][C:2]2[C:11]3[C:6](=[CH:7][CH:8]=[CH:9][CH:10]=3)[C:5]([O:12][C:13]3[C:22]4[N:21]=[C:20]([CH3:23])[C:19](=[O:24])[NH:18][C:17]=4[N:16]=[CH:15][CH:14]=3)=[CH:4][CH:3]=2)=[O:36])[N:31]([C:37]2[CH:42]=[CH:41][CH:40]=[CH:39][CH:38]=2)[N:30]=1)([CH3:28])([CH3:26])[CH3:27]. Procedure: Method F2 was used with 8-(4-aminonaphthalen-1-yloxy)-2-methylpyrido[2,3-b]pyrazin-3(4H)-one and 3-tert-butyl-5-isocyanato-1-phenyl-1H-pyrazole to afford the title compound as a slightly pink solid (56 mg, 71%). Reactants: NC1=NC=NN2C1=C(C(=C2)COC)C2=CC(=C(C=C2)NC(=O)NC2=C(C=CC(=C2)C(F)(F)F)F)F (N-{4-[4-amino-6-(methoxymethyl)pyrrolo[2,1-f][1,2,4]triazin-5-yl]-2-fluorophenyl}-N′-[2-fluoro-5-(trifluoromethyl)-phenyl]urea), [Cl-].C[N+]=1CCOCC1 (4-methyl-3,6-dihydro-2H-1,4-oxazin-4-ium chloride). Run in CN(C)C=O (DMF). Run at time 1 hour. Yields the product Cl.NC1=NC=NN2C1=C(C(=C2C2N(CCOC2)C)COC)C2=CC=C(C=C2)NC(=O)NC2=C(C=CC(=C2)C(F)(F)F)F (1-{4-[4-amino-6-(methoxymethyl)-7-(4-methylmorpholin-3-yl)pyrrolo[2,1-f][1,2,4]triazin-5-yl]phenyl}-3-[2-fluoro-5-(trifluoromethyl)-phenyl]urea hydrochloride). RXN SMILES: [NH2:1][C:2]1[C:7]2=[C:8]([C:14]3[CH:19]=[CH:18][C:17]([NH:20][C:21]([NH:23][C:24]4[CH:29]=[C:28]([C:30]([F:33])([F:32])[F:31])[CH:27]=[CH:26][C:25]=4[F:34])=[O:22])=[C:16](F)[CH:15]=3)[C:9]([CH2:11][O:12][CH3:13])=[CH:10][N:6]2[N:5]=[CH:4][N:3]=1.[Cl-:36].[CH3:37][N+:38]1[CH2:39][CH2:40][O:41][CH2:42][CH:43]=1>CN(C=O)C>[ClH:36].[NH2:1][C:2]1[C:7]2=[C:8]([C:14]3[CH:19]=[CH:18][C:17]([NH:20][C:21]([NH:23][C:24]4[CH:29]=[C:28]([C:30]([F:33])([F:31])[F:32])[CH:27]=[CH:26][C:25]=4[F:34])=[O:22])=[CH:16][CH:15]=3)[C:9]([CH2:11][O:12][CH3:13])=[C:10]([CH:43]3[CH2:42][O:41][CH2:40][CH2:39][N:38]3[CH3:37])[N:6]2[N:5]=[CH:4][N:3]=1 |f:1.2,4.5|. Procedure: A solution of Intermediate AB (N-{4-[4-amino-6-(methoxymethyl)pyrrolo[2,1-f][1,2,4]triazin-5-yl]-2-fluorophenyl}-N′-[2-fluoro-5-(trifluoromethyl)-phenyl]urea (200 mg, 0.42 mmol) and 4-methyl-3,6-dihydro-2H-1,4-oxazin-4-ium chloride (69 mg, 0.51 mmol) in DMF (5 mL) is allowed to stir for 1 h at rt. Volatiles are removed in vacuo, and the residue triturated with CH2Cl2, providing the desired compound. Starting materials: C(C)OC([C@H]([C@H](O)C1=CC=C(C=C1)S(=O)(=O)C)N)=O ((2S,3R)-Ethyl-2-amino-3-[4-(methylsulfonyl)phenyl]-3-hydroxy-propanoate), C(C)OC([C@H]([C@H](O)C1=CC=C(C=C1)S(=O)(=O)C)N)=O ((2S,3R)-Ethyl-2-amino-3-[4-(methylsulfonyl)phenyl]-3-hydroxy-propanoate), [BH4-].[K+] (potassium borohydride), N[C@@H]([C@H](O)C1=CC=C(C=C1)S(=O)(=O)C)CO ((1R,2R)-2-amino-1-[4-(methylsulfonyl)phenyl]-1,3-propandiol), N[C@@H]([C@H](O)C1=CC=C(C=C1)S(=O)(=O)C)CO ((1R,2R)-2-amino-1-[4-(methylsulfonyl)phenyl]-1,3-propandiol), C([O-])([O-])=O.[K+].[K+] (potassium carbonate). Solvent: CO (methanol), CO (methanol), C1(=CC=CC=C1)C (Toluene), CC(=O)C (acetone). Reaction conditions: temperature 80 celsius. The product is CC1(O[C@@H]([C@H](N1)CO)C1=CC=C(C=C1)S(=O)(=O)C)C ((4R,5R)-2,2-dimethyl-4-hydroxymethyl-5-[4-(methylsulfonyl)phenyl]-1,3-oxazolidine). As a reaction SMILES: C(O[C:4](=[O:19])[C@@H:5]([NH2:18])[C@@H:6]([C:8]1[CH:13]=[CH:12][C:11]([S:14]([CH3:17])(=[O:16])=[O:15])=[CH:10][CH:9]=1)[OH:7])C.[BH4-].[K+].N[C@H:23]([CH2:36]O)[C@@H:24](C1C=CC(S(C)(=O)=O)=CC=1)O.C(=O)([O-])[O-].[K+].[K+]>CO.CC(C)=O.C1(C)C=CC=CC=1>[CH3:24][C:23]1([CH3:36])[NH:18][C@H:5]([CH2:4][OH:19])[C@@H:6]([C:8]2[CH:9]=[CH:10][C:11]([S:14]([CH3:17])(=[O:15])=[O:16])=[CH:12][CH:13]=2)[O:7]1 |f:1.2,4.5.6|. Reported procedure: (2S,3R)-Ethyl-2-amino-3-[4-(methylsulfonyl)phenyl]-3-hydroxy-propanoate (Compound IV) (100 g, 0.3480 moles) in 500 mL of methanol reacts with potassium borohydride (28.2 g, 0.5220 moles) over 4-8 hours at 50-60° C. to quantitatively yield (1R,2R)-2-amino-1-[4-(methylsulfonyl)phenyl]-1,3-propandiol (Compound VII: R1 is methylsulfonyl) (85.36 g, 0.3480 moles) in solution. Toluene (500 mL) and acetone (500 mL) replace methanol which distills off. Addition of potassium carbonate (6.9 g, 0.0696 moles...